Dataset: the Open Reaction Database (ORD), a public repository of structured organic reaction records. Task: describe an organic reaction: reactants, conditions, products, and yield Starting materials: S(=O)(Cl)Cl (thionyl chloride), FC1=C(C(=O)N)C(=CC(=C1)OC)F (2,6-Difluoro-4-methoxybenzamide). The solvent is CN(C)C=O (DMF), CN(C)C=O (DMF). Conditions: time 8 hour. Product: FC1=C(C#N)C(=CC(=C1)OC)F (2,6-Difluoro-4-methoxybenzonitrile). RXN SMILES: S(Cl)(Cl)=O.[F:5][C:6]1[CH:14]=[C:13]([O:15][CH3:16])[CH:12]=[C:11]([F:17])[C:7]=1[C:8]([NH2:10])=O>CN(C=O)C>[F:5][C:6]1[CH:14]=[C:13]([O:15][CH3:16])[CH:12]=[C:11]([F:17])[C:7]=1[C:8]#[N:10]. Reported procedure: A solution of thionyl chloride (139.0 g, 1.17 mol) in dry DMF (150 ml) was added to a stirred solution of compound 26 (20.0 g, 0.11 mol) in dry DMF (250 ml) at room temperature. The mixture was stirred at room temperature overnight and then poured onto ice-water. The product was extracted into ether (twice), and the combined ethereal extracts were washed with water, saturated sodium hydrogen carbonate, water and dried (MgSO4). The solvent was removed in vacuo to give off-white crystals. The reactants are C1CCC2=NCCCN2CC1, Cc1cccnc1CO, COCCOC, CS(=O)c1nc(N)nc(-n2cccn2)c1C#N. Product: Cc1cccnc1COc1nc(N)nc(-n2cccn2)c1C#N. Reaction SMILES: [CH2:27]1[CH2:28][CH2:29][C:30]2=[N:35][CH2:34][CH2:33][CH2:32][N:31]2[CH2:36][CH2:37]1.[CH3:18][c:19]1[c:20]([CH2:25][OH:26])[n:21][cH:22][cH:23][cH:24]1.[CH3:38][O:39][CH2:40][CH2:41][O:42][CH3:43].[NH2:1][c:2]1[n:3][c:4](-[n:13]2[n:14][cH:15][cH:16][cH:17]2)[c:5]([C:11]#[N:12])[c:6]([S:8]([CH3:9])=[O:10])[n:7]1>>[NH2:1][c:2]1[n:3][c:4](-[n:13]2[n:14][cH:15][cH:16][cH:17]2)[c:5]([C:11]#[N:12])[c:6]([O:26][CH2:25][c:20]2[c:19]([CH3:18])[cH:24][cH:23][cH:22][n:21]2)[n:7]1. The reactants are O=C1N(C(=CC(N1CC(=O)OC)=O)CCC)CC1=CC=C(C=C1)C1=C(C=CC=C1)C1=NN=NN1 (methyl 2,4-dioxo-6-propyl-1-[[2'-(1H-tetrazol-5-yl)biphenyl-4-yl]methyl]-1,2,3,4-tetrahydropyrimidine-3-acetate). The solvent is CO (methanol), [OH-].[Na+] (sodium hydroxide). The product is O=C1N(C(=CC(N1CC(=O)O)=O)CCC)CC1=CC=C(C=C1)C1=C(C=CC=C1)C1=NN=NN1 (2,4-Dioxo-6-propyl-1-[[2'-(1H-tetrazol-5-yl)biphenyl-4-yl]methyl]-1,2,3,4-tetrahydropyrimidine-3-acetic acid). Isolated yield 78.4%. As a reaction SMILES: [O:1]=[C:2]1[N:7]([CH2:8][C:9]([O:11]C)=[O:10])[C:6](=[O:13])[CH:5]=[C:4]([CH2:14][CH2:15][CH3:16])[N:3]1[CH2:17][C:18]1[CH:23]=[CH:22][C:21]([C:24]2[CH:29]=[CH:28][CH:27]=[CH:26][C:25]=2[C:30]2[NH:34][N:33]=[N:32][N:31]=2)=[CH:20][CH:19]=1>CO.[OH-].[Na+]>[O:1]=[C:2]1[N:7]([CH2:8][C:9]([OH:11])=[O:10])[C:6](=[O:13])[CH:5]=[C:4]([CH2:14][CH2:15][CH3:16])[N:3]1[CH2:17][C:18]1[CH:23]=[CH:22][C:21]([C:24]2[CH:29]=[CH:28][CH:27]=[CH:26][C:25]=2[C:30]2[NH:34][N:33]=[N:32][N:31]=2)=[CH:20][CH:19]=1 |f:2.3|. Procedure details: A mixture of methyl 2,4-dioxo-6-propyl-1-[[2'-(1H-tetrazol-5-yl)biphenyl-4-yl]methyl]-1,2,3,4-tetrahydropyrimidine-3-acetate (0.25 g) in methanol (10 ml) and 1N sodium hydroxide (1.5 ml) was heated under reflux for 16 hours. The reaction solution was evaporated to dryness and the residue was dissolved in water. The solution was acidified with 1N hydrochloric acid to give a crystalline product (0.19 g, 79%). Starting materials: c1ccc(COc2ccc3c(c2)CN(Nc2ccncc2)CC3)cc1, CO, [H][H]. Product: Oc1ccc2c(c1)CN(Nc1ccncc1)CC2. As a reaction SMILES: [CH2:1]([c:2]1[cH:3][cH:4][cH:5][cH:6][cH:7]1)[O:8][c:9]1[cH:10][cH:11][c:12]2[c:17]([cH:18]1)[CH2:16][N:15]([NH:19][c:20]1[cH:21][cH:22][n:23][cH:24][cH:25]1)[CH2:14][CH2:13]2.[CH3:28][OH:29].[H:26][H:27]>>[OH:8][c:9]1[cH:10][cH:11][c:12]2[c:17]([cH:18]1)[CH2:16][N:15]([NH:19][c:20]1[cH:21][cH:22][n:23][cH:24][cH:25]1)[CH2:14][CH2:13]2. The reactants are CON(C)C(=O)CN1CCNCC1, CCOc1cc(C(C)(C)C#N)c(Cl)cc1C1=NC(c2ccc(Cl)cc2)C(c2ccc(Cl)cc2)N1C(=O)Cl. Yields the product CCOc1cc(C(C)(C)C#N)c(Cl)cc1C1=NC(c2ccc(Cl)cc2)C(c2ccc(Cl)cc2)N1C(=O)N1CCN(CC(=O)N(C)OC)CC1. RXN SMILES: [CH3:38][O:39][N:40]([C:41]([CH2:42][N:43]1[CH2:44][CH2:45][NH:46][CH2:47][CH2:48]1)=[O:49])[CH3:50].[Cl:1][c:2]1[c:3]([C:33]([CH3:34])([CH3:35])[C:36]#[N:37])[cH:4][c:5]([O:30][CH2:31][CH3:32])[c:6]([C:8]2=[N:12][CH:11]([c:13]3[cH:14][cH:15][c:16]([Cl:19])[cH:17][cH:18]3)[CH:10]([c:20]3[cH:21][cH:22][c:23]([Cl:26])[cH:24][cH:25]3)[N:9]2[C:27](=[O:28])[Cl:29])[cH:7]1>>[Cl:1][c:2]1[c:3]([C:33]([CH3:34])([CH3:35])[C:36]#[N:37])[cH:4][c:5]([O:30][CH2:31][CH3:32])[c:6]([C:8]2=[N:12][CH:11]([c:13]3[cH:14][cH:15][c:16]([Cl:19])[cH:17][cH:18]3)[CH:10]([c:20]3[cH:21][cH:22][c:23]([Cl:26])[cH:24][cH:25]3)[N:9]2[C:27](=[O:28])[N:46]2[CH2:45][CH2:44][N:43]([CH2:42][C:41]([N:40]([O:39][CH3:38])[CH3:50])=[O:49])[CH2:48][CH2:47]2)[cH:7]1. Starting materials: II (I2), C(C)(C)(C)OC(NC=1C=NC(=CC1)C(F)(F)F)=O ((6-trifluoromethylpyridin-3-yl)carbamic acid tert-butyl ester), CN(CCN(C)C)C (N,N,N′,N′-tetramethylethylenediamine), [Li]CCCC (n-BuLi). Run in C1CCOC1 (THF), C(C)OCC (diethyl ether). Reaction conditions: temperature -10 celsius, time 30 minute. The product is C(C)(C)(C)OC(NC=1C=NC(=CC1I)C(F)(F)F)=O ((4-Iodo-6-trifluoromethylpyridin-3-yl)carbamic acid tert-butyl ester). Yield: 11.3%. RXN SMILES: [C:1]([O:5][C:6](=[O:18])[NH:7][C:8]1[CH:9]=[N:10][C:11]([C:14]([F:17])([F:16])[F:15])=[CH:12][CH:13]=1)([CH3:4])([CH3:3])[CH3:2].CN(C)CCN(C)C.[Li]CCCC.[I:32]I>C(OCC)C.C1COCC1>[C:1]([O:5][C:6](=[O:18])[NH:7][C:8]1[CH:9]=[N:10][C:11]([C:14]([F:15])([F:16])[F:17])=[CH:12][C:13]=1[I:32])([CH3:4])([CH3:2])[CH3:3]. Procedure: A solution of (6-trifluoromethylpyridin-3-yl)carbamic acid tert-butyl ester (0.90 g, 3.43 mmol) and N,N,N′,N′-tetramethylethylenediamine (1.29 mL, 8.55 mmol) in 25 mL of anhydrous diethyl ether was cooled to −78° C. under an argon atmosphere. The resulting mixture was treated dropwise with n-BuLi (2.5 M in hexanes, 3.42 mL, 8.55 mmol) over 5 minutes, and the mixture was allowed to warm to −10° C. After 30 minutes, the mixture was cooled to −78° C. and a solution of I2 (1.14 g, 4.5 mmol) in 5 mL ... The product is CN(C)CC1=CC=C(C=C1)[C@@H]1CC[C@H](CC1)O (trans-4-(4-Dimethylaminomethylphenyl)-cyclohexanol). The solvent is CO (methanol). Procedure details: To a solution of 11.1 g (0.048 mol) of 4-(4-dimethylaminomethylphenyl)-cyclohexanone in 100 ml of absolute methanol, which has been cooled to -10° C., is added 1.82 g (0.048 mol) of sodium borohydride in batches with stirring. The reaction mixture is allowed to react for 1.5 hours at ambient temperature and then evaporated down in vacuo. The residue remaining is mixed with water, acidified with concentrated hydrochloric acid, stirred for 30 minutes at ambient temperature, made alkaline with 50% ... Reaction SMILES: [CH3:1][N:2]([CH2:4][C:5]1[CH:10]=[CH:9][C:8]([CH:11]2[CH2:16][CH2:15][C:14](=[O:17])[CH2:13][CH2:12]2)=[CH:7][CH:6]=1)[CH3:3].[BH4-].[Na+]>CO>[CH3:3][N:2]([CH2:4][C:5]1[CH:10]=[CH:9][C:8]([C@H:11]2[CH2:16][CH2:15][C@H:14]([OH:17])[CH2:13][CH2:12]2)=[CH:7][CH:6]=1)[CH3:1] |f:1.2|. Starting materials: CN(C)CC1=CC=C(C=C1)C1CCC(CC1)=O (4-(4-dimethylaminomethylphenyl)-cyclohexanone), [BH4-].[Na+] (sodium borohydride). Starting materials: CN1C(=NC(=CC1=O)N1CCOCC1)CC(=O)[O-].[Na+] (sodium [1-methyl-4-(morpholin-4-yl)-6-oxo-1,6-dihydropyrimidin-2-yl]acetate), Cl.BrC1=C2CCNC2=CC=C1 (4-bromoindoline hydrochloride), Cl.CN(CCCN=C=NCC)C (N-[3-(dimethylamino)propyl]-N′-ethylcarbodiimide hydrochloride). Run in N1=CC=CC=C1 (pyridine), CN(C=O)C (N,N-dimethylformamide). Product: BrC1=C2CCN(C2=CC=C1)C(CC1=NC(=CC(N1C)=O)N1CCOCC1)=O (2-[2-(4-bromo-2,3-dihydro-1H-indol-1-yl)-2-oxoethyl]-3-methyl-6-(morpholin-4-yl)pyrimidin-4(3 H)-one). The yield is 37.2%. As a reaction SMILES: [CH3:1][N:2]1[C:7](=[O:8])[CH:6]=[C:5]([N:9]2[CH2:14][CH2:13][O:12][CH2:11][CH2:10]2)[N:4]=[C:3]1[CH2:15][C:16]([O-:18])=O.[Na+].Cl.[Br:21][C:22]1[CH:30]=[CH:29][CH:28]=[C:27]2[C:23]=1[CH2:24][CH2:25][NH:26]2.Cl.CN(C)CCCN=C=NCC>N1C=CC=CC=1.CN(C)C=O>[Br:21][C:22]1[CH:30]=[CH:29][CH:28]=[C:27]2[C:23]=1[CH2:24][CH2:25][N:26]2[C:16](=[O:18])[CH2:15][C:3]1[N:2]([CH3:1])[C:7](=[O:8])[CH:6]=[C:5]([N:9]2[CH2:10][CH2:11][O:12][CH2:13][CH2:14]2)[N:4]=1 |f:0.1,2.3,4.5|. Procedure details: The product is prepared according to the procedure described in example 68, using 275 mg of sodium [1-methyl-4-(morpholin-4-yl)-6-oxo-1,6-dihydropyrimidin-2-yl]acetate, 352 mg of 4-bromoindoline hydrochloride and 254 mg of N-[3-(dimethylamino)propyl]-N′-ethylcarbodiimide hydrochloride in a mixture of 201 μl of pyridine and 4.0 ml of N,N-dimethylformamide. 161 mg of 2-[2-(4-bromo-2,3-dihydro-1H-indol-1-yl)-2-oxoethyl]-3-methyl-6-(morpholin-4-yl)pyrimidin-4(3 H)-one are obtained in the form of a p... Starting materials: C(C1=CC=CC=C1)Br (benzyl bromide), ice water, C(C1=CC=CC=C1)(C1=CC=CC=C1)(C1=CC=CC=C1)N[C@@H](CO)C(=O)OC (Methyl N-trityl-L-serinate), [OH-].[Na+] (NaOH), ice. Reagents/catalysts: [Cl-].C(C1=CC=CC=C1)[N+](C)(C)C (benzyltrimethylammonium chloride). Run in C(Cl)Cl (CH2Cl2), C(Cl)Cl (CH2Cl2). Run at time 8 hour. Product: ethyl acetate hexanes, C(C1=CC=CC=C1)OC[C@H](NC(C1=CC=CC=C1)(C1=CC=CC=C1)C1=CC=CC=C1)C(=O)OC (methyl O-benzyl-N-trityl-L-serinate). The yield is 71.3%. As a reaction SMILES: [C:1]([NH:20][C@H:21]([C:24]([O:26][CH3:27])=[O:25])[CH2:22][OH:23])([C:14]1[CH:19]=[CH:18][CH:17]=[CH:16][CH:15]=1)([C:8]1[CH:13]=[CH:12][CH:11]=[CH:10][CH:9]=1)[C:2]1[CH:7]=[CH:6][CH:5]=[CH:4][CH:3]=1.[OH-].[Na+].[CH2:30](Br)[C:31]1[CH:36]=[CH:35][CH:34]=[CH:33][CH:32]=1>C(Cl)Cl.[Cl-].C([N+](C)(C)C)C1C=CC=CC=1>[CH2:30]([O:23][CH2:22][C@@H:21]([C:24]([O:26][CH3:27])=[O:25])[NH:20][C:1]([C:8]1[CH:13]=[CH:12][CH:11]=[CH:10][CH:9]=1)([C:14]1[CH:15]=[CH:16][CH:17]=[CH:18][CH:19]=1)[C:2]1[CH:3]=[CH:4][CH:5]=[CH:6][CH:7]=1)[C:31]1[CH:36]=[CH:35][CH:34]=[CH:33][CH:32]=1 |f:1.2,5.6|. Procedure details: Methyl N-trityl-L-serinate (3.61 g, 10.0 mmol), prepared by the method of Baldwin, Tetrahedron, 49, pp. 6309-6330, (1993), was dissolved in 50 mL of CH2Cl2 followed by the addition of 25 mL of 50% aqueous NaOH solution. To the stirred mixture were added benzyltrimethylammonium chloride (186 mg, 1.00 mmol) and benzyl bromide (1.20 mL, 10.0 mmol). After stirring overnight, the mixture was treated with 100 mL of ice water. After all of the ice had melted, 100 mL of CH2Cl2 was added and the layers w... Product: OC1=CC=C(C=C1)S(=O)(=O)NC=1C(=NC=CC1)NC1=CC=C(C=C1)O (4-Hydroxy-N-[2-[(4-hydroxyphenyl)amino]-3-pyridyl]benzenesulfonamide). Solvent: CN(C)C=O (DMF). The reactants are COC1=CC=C(C=C1)S(=O)(=O)NC=1C(=NC=CC1)NC1=CC=C(C=C1)OC (4-Methoxy-N-[2-[(4-methoxyphenyl)amino]-3-pyridyl]benzenesulfonamide), C[S-].[Na+] (sodium methanethiolate). Reported procedure: The compound produced in Example 4 was dissolved in DMF and five equivalents of sodium methanethiolate was added to the solution. The resulting solution was heated at 100° C. and treated to obtain the title compound. Reaction conditions: temperature 100 celsius. Reaction SMILES: C[O:2][C:3]1[CH:8]=[CH:7][C:6]([S:9]([NH:12][C:13]2[C:14]([NH:19][C:20]3[CH:25]=[CH:24][C:23]([O:26]C)=[CH:22][CH:21]=3)=[N:15][CH:16]=[CH:17][CH:18]=2)(=[O:11])=[O:10])=[CH:5][CH:4]=1.C[S-].[Na+]>CN(C=O)C>[OH:2][C:3]1[CH:8]=[CH:7][C:6]([S:9]([NH:12][C:13]2[C:14]([NH:19][C:20]3[CH:25]=[CH:24][C:23]([OH:26])=[CH:22][CH:21]=3)=[N:15][CH:16]=[CH:17][CH:18]=2)(=[O:10])=[O:11])=[CH:5][CH:4]=1 |f:1.2|.